From a dataset of the Open Reaction Database (ORD), a public repository of structured organic reaction records. describe an organic reaction: reactants, conditions, products, and yield Starting materials: C(C)OC(C(CC1=CC=C(C=C1)O)OC(C)C)=O (3-(4-hydroxy-phenyl)-2-isopropoxy-propionic acid ethyl ester), CN1C(N(CC1CCOS(=O)(=O)C1=CC=C(C=C1)C)CC1=CC=C(C=C1)C(F)(F)F)=O (toluene-4-sulfonic acid 2-[3-methyl-2-oxo-1-(4-trifluoromethyl-benzyl)-imidazolidin-4-yl]-ethyl ester), CS2CO3, CN(C)C=O (DMF). Reaction conditions: temperature 65 celsius. Product: C(C)OC(C(CC1=CC=C(C=C1)OCCC1N(C(N(C1)CC1=CC=C(C=C1)O)=O)C)OC(C)C)=O (3-(4-{2-[1-(4-hydroxy-benzyl)-3-methyl-2-oxo-imidazolidin-4-yl]-ethoxy}-phenyl)-2-isopropoxy-propionic acid ethyl ester). Isolated yield 67.0%. Reaction SMILES: [CH2:1]([O:3][C:4](=[O:18])[CH:5]([O:14][CH:15]([CH3:17])[CH3:16])[CH2:6][C:7]1[CH:12]=[CH:11][C:10]([OH:13])=[CH:9][CH:8]=1)[CH3:2].[CH3:19][N:20]1[CH:24]([CH2:25][CH2:26]OS(C2C=CC(C)=CC=2)(=O)=O)[CH2:23][N:22]([CH2:38][C:39]2[CH:44]=[CH:43][C:42](C(F)(F)F)=[CH:41][CH:40]=2)[C:21]1=[O:49].CN(C=[O:54])C>>[CH2:1]([O:3][C:4](=[O:18])[CH:5]([O:14][CH:15]([CH3:17])[CH3:16])[CH2:6][C:7]1[CH:8]=[CH:9][C:10]([O:13][CH2:26][CH2:25][CH:24]2[CH2:23][N:22]([CH2:38][C:39]3[CH:44]=[CH:43][C:42]([OH:54])=[CH:41][CH:40]=3)[C:21](=[O:49])[N:20]2[CH3:19])=[CH:11][CH:12]=1)[CH3:2]. Procedure: A mixture of 3-(4-hydroxy-phenyl)-2-isopropoxy-propionic acid ethyl ester (0.034 g, 0.134 mmol), toluene-4-sulfonic acid 2-[3-methyl-2-oxo-1-(4-trifluoromethyl-benzyl)-imidazolidin-4-yl]-ethyl ester (0.068 g, 0.149 mmol) and CS2CO3 (0.066 g, 0.202 mmol) in DMF (6 mL) was heated to 65° C. under N2 for 16 h. The reaction was cooled and quenched with 1 N HCl (10 mL) and worked up extractively with Et2O and water. The organic layer was dried (MgSO4) and the solvent removed in vacuo to afford crude p...